Dataset: the Open Reaction Database (ORD), a public repository of structured organic reaction records. Task: describe an organic reaction: reactants, conditions, products, and yield Reaction SMILES: [NH2:1][CH2:2][CH2:3][CH2:4][CH2:5][CH2:6][CH2:7][CH2:8][NH2:9].[CH:10](=O)[C:11]1[CH:16]=[CH:15][CH:14]=[CH:13][CH:12]=1.[H][H]>C(O)C.[Pt]=O>[C:11]1([CH2:10][NH:1][CH2:2][CH2:3][CH2:4][CH2:5][CH2:6][CH2:7][CH2:8][NH:9][CH2:10][C:11]2[CH:16]=[CH:15][CH:14]=[CH:13][CH:12]=2)[CH:16]=[CH:15][CH:14]=[CH:13][CH:12]=1. The reactants are NCCCCCCCN (1,7-diaminoheptane), C(C1=CC=CC=C1)=O (benzaldehyde), [H][H] (hydrogen). The solvent is C(C)O (ethanol). The reagents and catalysts are [Pt]=O (platinum oxide). Procedure: Combine 1,7-diaminoheptane (65.0 g, 0.5 mol), benzaldehyde (106 gm, 1 mol) and platinum oxide (PtO2)[2.0 g] in ethanol (800 ml) and treat the mixture with hydrogen gas (45 lb/in2) until the uptake of gas ceases. Remove the catalyst by filtration and remove the solvent in vacuo. Purify the residue by bulb to bulb distillation to yield 99.4 g of the title compound (bp 191°-195° C. @1.0 mm/Hg). Isolated yield 64.0%. The product is C1(=CC=CC=C1)CNCCCCCCCNCC1=CC=CC=C1 (N,N'-Bis[(phenyl)methyl]-1,7-heptanediamine).